Dataset: the Open Reaction Database (ORD), a public repository of structured organic reaction records. Task: describe an organic reaction: reactants, conditions, products, and yield Reactants: FC1=C(C=C(C(=C1)OC1=CC(=NC=C1)NC(=O)N1CC(C1)O)F)NC(=O)CC1(CC1)CC(=O)NC1=CC=C(C=C1)F (N-{2,5-Difluoro-4-[(2-{[(3-hydroxyazetidin-1-yl)carbonyl]amino}pyridin-4-yl)oxy]phenyl}-N′-(4-fluorophenyl)cyclopropane-1,1-dicarboxyamide), CS(=O)(=O)O (methanesulfonic acid). Solvent: C(C)O (Ethanol), C(C)O (ethanol). Run at time 50 minute. The product is CS(=O)(=O)O.FC1=C(C=C(C(=C1)OC1=CC(=NC=C1)NC(=O)N1CC(C1)O)F)NC(=O)CC1(CC1)CC(=O)NC1=CC=C(C=C1)F (N-{2,5-Difluoro-4-[(2-{[(3-hydroxyazetidin-1-yl)carbonyl]amino}pyridin-4-yl)oxy]phenyl}-N′-(4-fluorophenyl)cyclopropane-1,1-dicarboxyamide methanesulfonate). The yield is 75.0%. Reaction SMILES: [F:1][C:2]1[CH:7]=[C:6]([O:8][C:9]2[CH:14]=[CH:13][N:12]=[C:11]([NH:15][C:16]([N:18]3[CH2:21][CH:20]([OH:22])[CH2:19]3)=[O:17])[CH:10]=2)[C:5]([F:23])=[CH:4][C:3]=1[NH:24][C:25]([CH2:27][C:28]1([CH2:31][C:32]([NH:34][C:35]2[CH:40]=[CH:39][C:38]([F:41])=[CH:37][CH:36]=2)=[O:33])[CH2:30][CH2:29]1)=[O:26].[CH3:42][S:43]([OH:46])(=[O:45])=[O:44]>C(O)C>[CH3:42][S:43]([OH:46])(=[O:45])=[O:44].[F:1][C:2]1[CH:7]=[C:6]([O:8][C:9]2[CH:14]=[CH:13][N:12]=[C:11]([NH:15][C:16]([N:18]3[CH2:19][CH:20]([OH:22])[CH2:21]3)=[O:17])[CH:10]=2)[C:5]([F:23])=[CH:4][C:3]=1[NH:24][C:25]([CH2:27][C:28]1([CH2:31][C:32]([NH:34][C:35]2[CH:36]=[CH:37][C:38]([F:41])=[CH:39][CH:40]=2)=[O:33])[CH2:30][CH2:29]1)=[O:26] |f:3.4|. Procedure: N-{2,5-Difluoro-4-[(2-{[(3-hydroxyazetidin-1-yl)carbonyl]amino}pyridin-4-yl)oxy]phenyl}-N′-(4-fluorophenyl)cyclopropane-1,1-dicarboxyamide (30.0 mg) was suspended in ethanol (0.300 ml). After adding methanesulfonic acid (0.004 ml) at room temperature to form a solution, it was stirred at room temperature for 90 hours and 50 minutes. Ethanol (1 ml) was added, and then the precipitate was collected by filtration and washed with tert-butyl methyl ether (1 ml, three times). It was then dried under a... Starting materials: O=C1CCCCC(N1)C=CC1=C(C(=O)OC)C=CC=C1 (methyl 2-[2-(hexahydro-7-oxo-1H-azepin-2-yl)ethenyl]benzoate). Reagents/catalysts: [Pd] (Pd on carbon). Run in CO (MeOH). Product: O=C1CCCCC(N1)CCC1=C(C(=O)OC)C=CC=C1 (methyl 2-[2-(hexahydro-7-oxo-1H-azepin-2-yl)ethyl]benzoate). As a reaction SMILES: [O:1]=[C:2]1[NH:8][CH:7]([CH:9]=[CH:10][C:11]2[CH:20]=[CH:19][CH:18]=[CH:17][C:12]=2[C:13]([O:15][CH3:16])=[O:14])[CH2:6][CH2:5][CH2:4][CH2:3]1>CO.[Pd]>[O:1]=[C:2]1[NH:8][CH:7]([CH2:9][CH2:10][C:11]2[CH:20]=[CH:19][CH:18]=[CH:17][C:12]=2[C:13]([O:15][CH3:16])=[O:14])[CH2:6][CH2:5][CH2:4][CH2:3]1. Procedure details: The title material of Example 79 in MeOH is hydrogenated over Pd on carbon in a standard Parr apparatus by the method of Example 35 to generate the title product. Reactants: ClC1=NC(=C2N=CN(C2=N1)[C@H]1[C@H](OC(C2=CC=CC=C2)=O)[C@H](OC(C2=CC=CC=C2)=O)[C@H](O1)COC(C1=CC=CC=C1)=O)NCC1=CC(=CC=C1)I (2-chloro-N6 -(3-iodobenzyl)-9-[2,3,5-tri-O-benzoyl-β-D-ribofuranosyl]-adenine), N.CO (NH3 MeOH). Reaction conditions: time 66.5 hour. Product: ClC1=NC(=C2N=CN(C2=N1)[C@H]1[C@H](O)[C@H](O)[C@H](O1)CO)NCC1=CC(=CC=C1)I (2-chloro-N6 -(3-iodobenzyl)-9-[β-D-ribofuranosyl]-adenine). Isolated yield 93.8%. Reaction SMILES: [Cl:1][C:2]1[N:10]=[C:9]2[C:5]([N:6]=[CH:7][N:8]2[C@@H:11]2[O:33][C@H:32]([CH2:34][O:35]C(=O)C3C=CC=CC=3)[C@@H:22]([O:23]C(=O)C3C=CC=CC=3)[C@H:12]2[O:13]C(=O)C2C=CC=CC=2)=[C:4]([NH:44][CH2:45][C:46]2[CH:51]=[CH:50][CH:49]=[C:48]([I:52])[CH:47]=2)[N:3]=1.N.CO>>[Cl:1][C:2]1[N:10]=[C:9]2[C:5]([N:6]=[CH:7][N:8]2[C@@H:11]2[O:33][C@H:32]([CH2:34][OH:35])[C@@H:22]([OH:23])[C@H:12]2[OH:13])=[C:4]([NH:44][CH2:45][C:46]2[CH:51]=[CH:50][CH:49]=[C:48]([I:52])[CH:47]=2)[N:3]=1 |f:1.2|. Procedure details: A mixture of 2-chloro-N6 -(3-iodobenzyl)-9-[2,3,5-tri-O-benzoyl-β-D-ribofuranosyl]-adenine (760 mg, 0.916 mmol) and NH3 /MeOH (15 ml) was stirred for 66.5 h at room temperature. After the reaction mixture was concentrated to dryness, the residue was purified on a silica gel column chromatography (CHCl3 --MeOH, 20:1) to yield 2-chloro-N6 -(3-iodobenzyl)-9-[β-D-ribofuranosyl]-adenine (445 mg, 94%) as a foam. 1H NMR (DMSO-d6) d 3.55 (m, 1H, H-5'a), 3.65 (m, 1H, H-5'b), 3.94 (d, J=3.6 Hz, 1H, H-4'),...